From a dataset of the Open Reaction Database (ORD), a public repository of structured organic reaction records. describe an organic reaction: reactants, conditions, products, and yield Reactants: Cl (hydrochloric acid), O (water), COC(C1=CN=C(C=C1)C(=O)N1CCN(CC1)C1=NC=CC=C1N)=O (6-[1-(3-Amino-2-pyridyl)piperazin-4-yl-carbonyl]nicotinic acid methyl ester). Run in CO (methanol), [OH-].[Na+] (sodium hydroxide). Reaction conditions: temperature 25 celsius, time 2 hour. Yields the product NC=1C(=NC=CC1)N1CCN(CC1)C(=O)C1=NC=C(C(=O)O)C=C1 (6-[1-(3-amino-2-pyridyl)piperazin-4-yl-carbonyl]nicotinic acid). Yield: 88.0%. RXN SMILES: C[O:2][C:3](=[O:25])[C:4]1[CH:9]=[CH:8][C:7]([C:10]([N:12]2[CH2:17][CH2:16][N:15]([C:18]3[C:23]([NH2:24])=[CH:22][CH:21]=[CH:20][N:19]=3)[CH2:14][CH2:13]2)=[O:11])=[N:6][CH:5]=1.Cl.O>CO.[OH-].[Na+]>[NH2:24][C:23]1[C:18]([N:15]2[CH2:14][CH2:13][N:12]([C:10]([C:7]3[CH:8]=[CH:9][C:4]([C:3]([OH:25])=[O:2])=[CH:5][N:6]=3)=[O:11])[CH2:17][CH2:16]2)=[N:19][CH:20]=[CH:21][CH:22]=1 |f:4.5|. Procedure: 6-[1-(3-Amino-2-pyridyl)piperazin-4-yl-carbonyl]nicotinic acid methyl ester (3 g) was dissolved in methanol (25 ml) and with the addition of aqueous 1N-sodium hydroxide (20 ml), the mixture was stirred at 25° C. for 2 hours. With the slow addition of 3N-hydrochloric acid for neuturalization (pH=˜5), water (25 ml) was slowly added to the mixture for precipitate. After a 1-hour stirring, the precipitate was filtered, washed with water and dried to give a desired compound of 2.53 g (yield: 88%). Reactants: N1CC(CCC1)C(=O)OCC1=CC=CC=C1 (benzyl piperidine-3-carboxylate), CC(=O)O (HOAc), [BH-](OC(=O)C)(OC(=O)C)OC(=O)C.[Na+] (NaBH(OAc)3), C1(CCCC1)=O (cyclopentanone). The solvent is ClCCCl (1,2-dichloroethane). Conditions: time 48 hour. Yields the product C1(CCCC1)N1CC(CCC1)C(=O)OCC1=CC=CC=C1 (benzyl 1-cyclopentylpiperidine-3-carboxylate). RXN SMILES: [NH:1]1[CH2:6][CH2:5][CH2:4][CH:3]([C:7]([O:9][CH2:10][C:11]2[CH:16]=[CH:15][CH:14]=[CH:13][CH:12]=2)=[O:8])[CH2:2]1.[C:17]1(=O)[CH2:21][CH2:20][CH2:19][CH2:18]1.CC(O)=O.[BH-](OC(C)=O)(OC(C)=O)OC(C)=O.[Na+]>ClCCCl>[CH:17]1([N:1]2[CH2:6][CH2:5][CH2:4][CH:3]([C:7]([O:9][CH2:10][C:11]3[CH:16]=[CH:15][CH:14]=[CH:13][CH:12]=3)=[O:8])[CH2:2]2)[CH2:21][CH2:20][CH2:19][CH2:18]1 |f:3.4|. Procedure: The crude amine from the above step was dissolved in 1,2-dichloroethane (15 mL) and cyclopentanone (1.0 mL) was added via syringe. The reaction was allowed to stir for 5 min before the addition of HOAc (0.6 mL) and NaBH(OAc)3 (2.3 g, 10.9 mmol) in one portion. The reaction was allowed to stir for 48 h and then quenched with Na2CO3 (10%, 20 mL) and the reaction was allowed to stir for 1 h before being extracted with DCM (3×50 mL). The combined organics were washed with brine (sat, 200 mL), dried ...